From a dataset of the Open Reaction Database (ORD), a public repository of structured organic reaction records. describe an organic reaction: reactants, conditions, products, and yield Starting materials: ClCCl, OB(O)c1ccc(Cl)cc1, Nc1ccccc1I, [Na+], [OH-]. Yields the product Nc1ccccc1-c1ccc(Cl)cc1. As a reaction SMILES: [Cl:19][CH2:20][Cl:21].[Cl:9][c:10]1[cH:11][cH:12][c:13]([B:16]([OH:17])[OH:18])[cH:14][cH:15]1.[I:1][c:2]1[c:3]([NH2:4])[cH:5][cH:6][cH:7][cH:8]1.[Na+:23].[OH-:22]>>[c:2]1(-[c:13]2[cH:12][cH:11][c:10]([Cl:9])[cH:15][cH:14]2)[c:3]([NH2:4])[cH:5][cH:6][cH:7][cH:8]1. The reactants are CCN(CC)C(=O)c1ccc(Br)cc1, CCCN1CCC(Nc2cccc(OC)c2)CC1, CC(C)(C)[O-], Cc1ccccc1, O=C(C=Cc1ccccc1)C=Cc1ccccc1, O=C(C=Cc1ccccc1)C=Cc1ccccc1, O=C(C=Cc1ccccc1)C=Cc1ccccc1, [Na+], [Pd], [Pd]. Yields the product CCCN1CCC(N(c2ccc(C(=O)N(CC)CC)cc2)c2cccc(OC)c2)CC1. As a reaction SMILES: [CH2:19]([CH3:20])[N:21]([C:22]([c:23]1[cH:24][cH:25][c:26]([Br:29])[cH:27][cH:28]1)=[O:30])[CH2:31][CH3:32].[CH3:1][O:2][c:3]1[cH:4][c:5]([NH:9][CH:10]2[CH2:11][CH2:12][N:13]([CH2:16][CH2:17][CH3:18])[CH2:14][CH2:15]2)[cH:6][cH:7][cH:8]1.[CH3:33][C:34]([CH3:35])([O-:36])[CH3:37].[CH3:39][c:40]1[cH:41][cH:42][cH:43][cH:44][cH:45]1.[CH:48](=[CH:49][C:50]([CH:51]=[CH:52][c:53]1[cH:54][cH:55][cH:56][cH:57][cH:58]1)=[O:59])[c:60]1[cH:61][cH:62][cH:63][cH:64][cH:65]1.[CH:66](=[CH:67][C:68]([CH:69]=[CH:70][c:71]1[cH:72][cH:73][cH:74][cH:75][cH:76]1)=[O:77])[c:78]1[cH:79][cH:80][cH:81][cH:82][cH:83]1.[CH:84](=[CH:85][C:86]([CH:87]=[CH:88][c:89]1[cH:90][cH:91][cH:92][cH:93][cH:94]1)=[O:95])[c:96]1[cH:97][cH:98][cH:99][cH:100][cH:101]1.[Na+:38].[Pd:46].[Pd:47]>>[CH3:1][O:2][c:3]1[cH:4][c:5]([N:9]([CH:10]2[CH2:11][CH2:12][N:13]([CH2:16][CH2:17][CH3:18])[CH2:14][CH2:15]2)[c:26]2[cH:25][cH:24][c:23]([C:22]([N:21]([CH2:19][CH3:20])[CH2:31][CH3:32])=[O:30])[cH:28][cH:27]2)[cH:6][cH:7][cH:8]1. The reactants are ClC=1C=C(OC(=O)N[C@@H]2[C@@H](CN(C2=O)C2=CC=CC=C2)C(=O)OC(C)(C)C)C=CC1Cl (1,1-Dimethylethyl cis-4-[[(3,4-dichlorophenoxy)carbonyl]amino]-5-oxo-1-phenyl-3-pyrrolidinecarboxylate). Solvent: FC(C(=O)O)(F)F (trifluoroacetic acid). Conditions: time 16 hour. Product: ClC=1C=C(OC(=O)N[C@@H]2[C@@H](CN(C2=O)C2=CC=CC=C2)C(=O)O)C=CC1Cl (cis-4-[[(3,4-Dichlorophenoxy)carbonyl]amino]-5-oxo-1-phenyl-3-pyrrolidinecarboxylic acid). Reaction SMILES: [Cl:1][C:2]1[CH:3]=[C:4]([CH:28]=[CH:29][C:30]=1[Cl:31])[O:5][C:6]([NH:8][C@H:9]1[C:13](=[O:14])[N:12]([C:15]2[CH:20]=[CH:19][CH:18]=[CH:17][CH:16]=2)[CH2:11][C@H:10]1[C:21]([O:23]C(C)(C)C)=[O:22])=[O:7]>FC(F)(F)C(O)=O>[Cl:1][C:2]1[CH:3]=[C:4]([CH:28]=[CH:29][C:30]=1[Cl:31])[O:5][C:6]([NH:8][C@H:9]1[C:13](=[O:14])[N:12]([C:15]2[CH:20]=[CH:19][CH:18]=[CH:17][CH:16]=2)[CH2:11][C@H:10]1[C:21]([OH:23])=[O:22])=[O:7]. Reported procedure: The tert-butyl ester of Example 13 is dissolved in trifluoroacetic acid and stirred for 16 h at room temperature after which time the reaction is concentrated in vacuo. The resulting material is purified by chromatography on silica gel eluting with EtOH/CH2Cl2 /HOAc to give the title compound. Starting materials: O (water), C(OC)(OC)=O (dimethyl carbonate), [OH-].[K+] (potassium hydroxide), CN(CCO)C (dimethylethanolamine). Run in CO (methanol). Conditions: temperature 80 celsius. Product: CN(C)CCOC(OCCN(C)C)=O (Bis(dimethylaminoethyl)carbonate). As a reaction SMILES: O.[C:2](=[O:7])([O:5][CH3:6])[O:3][CH3:4].[OH-].[K+].[CH3:10][N:11]([CH3:15])[CH2:12]CO>CO>[CH3:10][N:11]([CH2:15][CH2:4][O:3][C:2](=[O:7])[O:5][CH2:6][CH2:10][N:11]([CH3:15])[CH3:12])[CH3:12] |f:2.3|. Reported procedure: Into a flask equipped with a reflux cooler, a water separator and a dropping funnel, there were charged 113.5 grams (1.25 moles) of dimethyl carbonate. The substance was heated to 80° C. A solution of 1.4 grams (0.025 moles) of potassium hydroxide in 225.0 grams (2.5 moles) of dimethylethanolamine was then added in drops over a period of 30 minutes. The methanol formed during the reaction was removed by azeotropic distillation using cyclohexane as an entraining agent. Reactants: ClC1=CC2=CN(N=C2C(=C1)C=O)C1CC1 (5-chloro-2-cyclopropyl-2H-indazole-7-carbaldehyde), C[Mg]Br (methyl magnesiumbromide), ice. The solvent is O1CCCC1 (tetrahydrofuran). The product is ClC1=CC2=CN(N=C2C(=C1)C(C)O)C1CC1 ((±)-1-(5-Chloro-2-cyclopropyl-2H-indazol-7-yl)ethanol). As a reaction SMILES: [Cl:1][C:2]1[CH:10]=[C:9]([CH:11]=[O:12])[C:8]2[C:4](=[CH:5][N:6]([CH:13]3[CH2:15][CH2:14]3)[N:7]=2)[CH:3]=1.[CH3:16][Mg]Br>O1CCCC1>[Cl:1][C:2]1[CH:10]=[C:9]([CH:11]([OH:12])[CH3:16])[C:8]2[C:4](=[CH:5][N:6]([CH:13]3[CH2:14][CH2:15]3)[N:7]=2)[CH:3]=1. Reported procedure: To a solution of 5-chloro-2-cyclopropyl-2H-indazole-7-carbaldehyde (0.30 g, 1.35 mmol) in tetrahydrofuran (5 mL) at −78° C. was added methyl magnesiumbromide (3 M in diethyl ether, 0.68 mL, 2.03 mmol). The reaction was allowed to gradually warm in the ice bath (ca. 1 h) to 0° C. The reaction which had been a suspension became a solution. The reaction was quenched by addition of saturated ammonium chloride and poured into diethyl ether. The ethereal was washed with water (2×), then brine, dried o...